describe an organic reaction: reactants, conditions, products, and yield From a dataset of the Open Reaction Database (ORD), a public repository of structured organic reaction records. The reactants are CC1C[C@H]2CN[C@@H]([C@H]2C1)CNC(=O)C1=C(N=C2SC=CN21)C (6-methyl-imidazo[2,1-b]thiazole-5-carboxylic acid-[(1S,2S,5R)-7-methyl-3-aza-bicyclo[3.3.0]oct-2-ylmethyl]-amide), NC=1SC(=C(N1)C(=O)O)C1=CC=CC=C1 (2-amino-5-phenyl-thiazole-4-carboxylic acid). Product: NC=1SC(=C(N1)C(=O)N1[C@@H]([C@H]2CC(C[C@H]2C1)C)CNC(=O)C1=C(N=C2SC=CN21)C)C2=CC=CC=C2 (6-Methyl-imidazo[2,1-b]thiazole-5-carboxylic acid-(1S,2S,5R)-[3-(2-amino-5-phenyl-thiazole-4-carbonyl)-7-methyl-3-aza-bicyclo[3.3.0]oct-2-ylmethyl]-amide). As a reaction SMILES: [CH3:1][CH:2]1[CH2:9][C@H:8]2[C@H:4]([CH2:5][NH:6][C@@H:7]2[CH2:10][NH:11][C:12]([C:14]2[N:21]3[C:17]([S:18][CH:19]=[CH:20]3)=[N:16][C:15]=2[CH3:22])=[O:13])[CH2:3]1.[NH2:23][C:24]1[S:25][C:26]([C:32]2[CH:37]=[CH:36][CH:35]=[CH:34][CH:33]=2)=[C:27]([C:29](O)=[O:30])[N:28]=1>>[NH2:23][C:24]1[S:25][C:26]([C:32]2[CH:33]=[CH:34][CH:35]=[CH:36][CH:37]=2)=[C:27]([C:29]([N:6]2[CH2:5][C@H:4]3[C@H:8]([CH2:9][CH:2]([CH3:1])[CH2:3]3)[C@H:7]2[CH2:10][NH:11][C:12]([C:14]2[N:21]3[C:17]([S:18][CH:19]=[CH:20]3)=[N:16][C:15]=2[CH3:22])=[O:13])=[O:30])[N:28]=1. Procedure: prepared by reaction of 6-methyl-imidazo[2,1-b]thiazole-5-carboxylic acid-[(1S,2S,5R)-7-methyl-3-aza-bicyclo[3.3.0]oct-2-ylmethyl]-amide with 2-amino-5-phenyl-thiazole-4-carboxylic acid. Reactants: C1(=CC=CC=C1)C(=C)C=1C=C(C=CC1)O (3-(1-phenylvinyl)phenol), [Mg+2].[Cl-].[Cl-] (MgCl2), TEA, C=O (paraformaldehyde), [Mg+2].[Cl-].[Cl-] (MgCl2), TEA, C=O (paraformaldehyde), Cl (HCl). Solvent: C(C)#N (acetonitrile). Conditions: time 2 hour. Yields the product OC1=C(C=O)C=CC(=C1)C(=C)C1=CC=CC=C1 (2-hydroxy-4-(1-phenylvinyl)benzaldehyde). Isolated yield 90.5%. As a reaction SMILES: [C:1]1([C:7]([C:9]2[CH:10]=[C:11]([OH:15])[CH:12]=[CH:13][CH:14]=2)=[CH2:8])[CH:6]=[CH:5][CH:4]=[CH:3][CH:2]=1.[Mg+2].[Cl-].[Cl-].[CH2:19]=[O:20].Cl>C(#N)C>[OH:15][C:11]1[CH:10]=[C:9]([C:7]([C:1]2[CH:2]=[CH:3][CH:4]=[CH:5][CH:6]=2)=[CH2:8])[CH:14]=[CH:13][C:12]=1[CH:19]=[O:20] |f:1.2.3|. Reported procedure: A mixture of the phenol from step 2 (4.15 g, 21.1 mmole), MgCl2 (3.02 g, 31.7 mmole), TEA (11.1 mL, 79.3 mmole) and paraformaldehyde (4.29 g, 143 mmole) in anhydrous acetonitrile (100 mL) was refluxed for 17 h. Additional MgCl2 (1.5 g, 15.8 mmole), TEA (5.6 mL, 40 mmole) and paraformaldehyde (2.23 g, 74 mmole) were then added and reflux was continued for 2 h. The mixture was then cooled, acidified with 1N HCl and extracted with EtOAc (2×200 mL). The combined extracts were washed with brine (100 ... The reactants are N#CC(Cc1ccnc2ccccc12)N=C(c1ccccc1)c1ccccc1, Cl, C1COCCO1. Product: N#CC(N)Cc1ccnc2ccccc12. As a reaction SMILES: [C:1]([c:2]1[cH:3][cH:4][cH:5][cH:6][cH:7]1)([c:8]1[cH:9][cH:10][cH:11][cH:12][cH:13]1)=[N:14][CH:15]([C:16]#[N:17])[CH2:18][c:19]1[cH:20][cH:21][n:22][c:23]2[cH:24][cH:25][cH:26][cH:27][c:28]12.[ClH:29].[O:30]1[CH2:31][CH2:32][O:33][CH2:34][CH2:35]1>>[NH2:14][CH:15]([C:16]#[N:17])[CH2:18][c:19]1[cH:20][cH:21][n:22][c:23]2[cH:24][cH:25][cH:26][cH:27][c:28]12. Reactants: C(C)(=O)OC(C)=O (Acetic anhydride), OC=1C(=CC2=CC=CC=C2C1)C(=O)N (3-Hydroxy-2-naphthamide), N1=CC=CC=C1 (pyridine). Yields the product C(C)(=O)OC=1C(=CC2=CC=CC=C2C1)C(=O)N (3-Acetoxy-2-naphthamide). As a reaction SMILES: [C:1]([O:4][C:5](=[O:7])[CH3:6])(=O)[CH3:2].OC1[C:10]([C:19]([NH2:21])=[O:20])=[CH:11][C:12]2[C:17](C=1)=[CH:16][CH:15]=[CH:14][CH:13]=2.N1C=CC=CC=1>>[C:5]([O:4][C:1]1[C:10]([C:19]([NH2:21])=[O:20])=[CH:11][C:12]2[C:17]([CH:2]=1)=[CH:16][CH:15]=[CH:14][CH:13]=2)(=[O:7])[CH3:6]. Procedure: Acetic anhydride (19.2 ml, 200 mmol) was added to a solution of 18 (29.95 g, 160 mmol) in pyridine (32 ml, 400 mmol) and the mixture was maintained at room temperature for 30 minutes. The solid was filtered off, washed with acetone and dried (MgSO4), generating 27.06 g (74%) of 19 as pale yellow crystals, mp 201°-202° C. (lit. 203°-205° C.). Starting materials: CC(C)CCn1cc(-c2cnc(N)c(-c3nnnn3-c3ccc(OCCC(C)Br)c(F)c3F)c2)cn1, C1CCNCC1, C1CCOC1, CC(C)CCn1cc(-c2cnc(N)c(-c3nnnn3-c3ccc(OCCCCN4CCOCC4)c(F)c3F)c2)cn1, O. Yields the product CC(C)CCn1cc(-c2cnc(N)c(-c3nnnn3-c3ccc(OCCCN4CCCCC4)c(F)c3F)c2)cn1. As a reaction SMILES: [Br:1][CH:2]([CH2:3][CH2:4][O:5][c:6]1[c:7]([F:35])[c:8]([F:34])[c:9](-[n:12]2[n:13][n:14][n:15][c:16]2-[c:17]2[c:18]([NH2:33])[n:19][cH:20][c:21](-[c:23]3[cH:24][n:25][n:26]([CH2:28][CH2:29][CH:30]([CH3:31])[CH3:32])[cH:27]3)[cH:22]2)[cH:10][cH:11]1)[CH3:36].[CH2:37]1[CH2:38][CH2:39][NH:40][CH2:41][CH2:42]1.[CH2:85]1[O:86][CH2:87][CH2:88][CH2:89]1.[O:44]1[CH2:45][CH2:46][N:47]([CH2:48][CH2:49][CH2:50][CH2:51][O:52][c:53]2[cH:54][cH:55][c:56](-[n:57]3[c:58](-[c:59]4[c:60]([NH2:61])[n:62][cH:63][c:64](-[c:65]5[cH:66][n:67][n:68]([CH2:69][CH2:70][CH:71]([CH3:72])[CH3:73])[cH:74]5)[cH:75]4)[n:76][n:77][n:78]3)[c:79]([F:80])[c:81]2[F:82])[CH2:83][CH2:84]1.[OH2:43]>>[CH2:2]([CH2:3][CH2:4][O:5][c:6]1[c:7]([F:35])[c:8]([F:34])[c:9](-[n:12]2[n:13][n:14][n:15][c:16]2-[c:17]2[c:18]([NH2:33])[n:19][cH:20][c:21](-[c:23]3[cH:24][n:25][n:26]([CH2:28][CH2:29][CH:30]([CH3:31])[CH3:32])[cH:27]3)[cH:22]2)[cH:10][cH:11]1)[N:40]1[CH2:39][CH2:38][CH2:37][CH2:42][CH2:41]1. Reactants: O=C(O)c1cc(NCc2ccccc2)c(-c2ccccc2)c(S(=O)(=O)Cl)c1, CCO, CC=CCSc1cc(C(=O)O)cc(S(=O)(=O)Cl)c1-c1ccccc1. Product: CC=CCSc1cc(C(=O)O)cc(S(N)(=O)=O)c1-c1ccccc1. Reaction SMILES: [CH2:1]([NH:8][c:2]1[cH:3][c:4]([C:19]([OH:20])=[O:21])[cH:5][c:6]([S:7]([Cl:9])(=[O:10])=[O:11])[c:12]1-[c:13]1[cH:14][cH:15][cH:16][cH:17][cH:18]1)[c:22]1[cH:23][cH:24][cH:25][cH:26][cH:27]1.[CH3:52][CH2:53][OH:54].[Cl:28][S:29](=[O:30])(=[O:31])[c:32]1[c:33](-[c:46]2[cH:47][cH:48][cH:49][cH:50][cH:51]2)[c:34]([S:41][CH2:42][CH:43]=[CH:44][CH3:45])[cH:35][c:36]([C:37](=[O:38])[OH:39])[cH:40]1>>[NH2:8][S:29](=[O:30])(=[O:31])[c:32]1[c:33](-[c:46]2[cH:47][cH:48][cH:49][cH:50][cH:51]2)[c:34]([S:41][CH2:42][CH:43]=[CH:44][CH3:45])[cH:35][c:36]([C:37](=[O:38])[OH:39])[cH:40]1. Starting materials: C(=O)C=1C=C(C(=O)O)C=CC1 (3-formylbenzoic acid), CNC=1C(=CC=CC1)N (N1-methylbenzene-1,2-diamine). The product is CN1C(=NC2=C1C=CC=C2)C=2C=C(C(=O)O)C=CC2 (3-(1-Methyl-1H-benzo[d]imidazol-2-yl)benzoic acid). Yield: 51.0%. Reaction SMILES: [CH:1]([C:3]1[CH:4]=[C:5]([CH:9]=[CH:10][CH:11]=1)[C:6]([OH:8])=[O:7])=O.[CH3:12][NH:13][C:14]1[C:15]([NH2:20])=[CH:16][CH:17]=[CH:18][CH:19]=1>>[CH3:12][N:13]1[C:14]2[CH:19]=[CH:18][CH:17]=[CH:16][C:15]=2[N:20]=[C:1]1[C:3]1[CH:4]=[C:5]([CH:9]=[CH:10][CH:11]=1)[C:6]([OH:8])=[O:7]. Procedure: The title compound was prepared in 51% yield (428 g, a slight brown solid) from 3-formylbenzoic acid (500 mg, 3.33 mmol) and N1-methylbenzene-1,2-diamine (407 mg, 3.33 mmol) by the similar manner in Intermediate-7.